Dataset: the Open Reaction Database (ORD), a public repository of structured organic reaction records. Task: describe an organic reaction: reactants, conditions, products, and yield Reported procedure: Natural daunomycinone (14.7 mg) was taken up in anhydrous benzene (100 ml). Sea sand (1 g) was added and the mixture was stirred until all the daunomycinone went into solution. The reaction was stirred under nitrogen and anhydrous aluminum chloride (0.22 g) was added. The reaction gradually turned purple; stirring was continued at room temperature overnight. The reaction was worked up by pouring in aqueous oxalic acid (25 ml., 25%) and the layers mixed thoroughly until the color was discharged. ... Starting materials: CC(=O)[C@@]1(CC=2C(=C(C3=C(C2O)C(=O)C4=CC=CC(=C4C3=O)OC)O)[C@H](C1)O)O (daunomycinone), [Cl-].[Al+3].[Cl-].[Cl-] (aluminum chloride), sand, CC(=O)[C@@]1(CC=2C(=C(C3=C(C2O)C(=O)C4=CC=CC(=C4C3=O)OC)O)[C@H](C1)O)O (daunomycinone). Run at time 8 hour. The product is CC(=O)[C@]1(C[C@@H](C2=C(C3=C(C(=C2C1)O)C(=O)C4=C(C3=O)C(=CC=C4)O)O)O)O ((+)-carminomycinone). As a reaction SMILES: [CH3:1][C:2]([C@@:4]1([OH:29])[CH2:27][C@H:26]([OH:28])[C:7]2=[C:8]([OH:25])[C:9]3[C:21](=[O:22])[C:20]4[C:15](=[CH:16][CH:17]=[CH:18][C:19]=4[O:23]C)[C:13](=[O:14])[C:10]=3[C:11]([OH:12])=[C:6]2[CH2:5]1)=[O:3].[Cl-].[Al+3].[Cl-].[Cl-]>C1C=CC=CC=1.C(O)(=O)C(O)=O>[CH3:1][C:2]([C@:4]1([OH:29])[CH2:5][C:6]2[C:7](=[C:8]([OH:25])[C:9]3[C:21](=[O:22])[C:20]4[C:19]([OH:23])=[CH:18][CH:17]=[CH:16][C:15]=4[C:13](=[O:14])[C:10]=3[C:11]=2[OH:12])[C@@H:26]([OH:28])[CH2:27]1)=[O:3] |f:1.2.3.4|. The solvent is C1=CC=CC=C1 (benzene), C(C(=O)O)(=O)O (oxalic acid). Starting materials: BrC1=CC=C(C=C1)CCO (2-(4-bromophenyl)ethanol), FC1=CC=C(C=C1)B(O)O ((4-fluorophenyl)boronic acid), C([O-])([O-])=O.[Na+].[Na+] (sodium carbonate), O1CCOCC1 (1,4dioxane). Reagents/catalysts: C(C)(=O)[O-].[Pd+2].C(C)(=O)[O-] (palladium acetate). Run in O (water). The product is FC1=CC=C(C=C1)C1=CC=C(C=C1)CCO (2-(4′-Fluorobiphenyl-4-yl)ethanol). RXN SMILES: Br[C:2]1[CH:7]=[CH:6][C:5]([CH2:8][CH2:9][OH:10])=[CH:4][CH:3]=1.[F:11][C:12]1[CH:17]=[CH:16][C:15](B(O)O)=[CH:14][CH:13]=1.C(=O)([O-])[O-].[Na+].[Na+].O1CCOCC1>C([O-])(=O)C.[Pd+2].C([O-])(=O)C.O>[F:11][C:12]1[CH:17]=[CH:16][C:15]([C:2]2[CH:7]=[CH:6][C:5]([CH2:8][CH2:9][OH:10])=[CH:4][CH:3]=2)=[CH:14][CH:13]=1 |f:2.3.4,6.7.8|. Procedure details: To a 2-5 mL microwave vial was added 2-(4-bromophenyl)ethanol (603 mg, 3.0 mmol), (4-fluorophenyl)boronic acid (462 mg, 3.3 mmol), sodium carbonate (973 mg, 9.0 mmol), palladium acetate (33.7 mg, 0.15 mmol), 1,4dioxane (4.5 mL) and water (4.5 mL). The mixture was irradiated in a CEN microwave at 120° C. for 10 minutes. The reaction mixture was biphasic upon reaction completion. The reaction mixture was extracted into ethyl acetate (2×150 mL) dried over Na2SO4 then filtered through a pad of celit... Reactants: [Br-], CS(=O)(=O)OCC1COC(CBr)(c2ccc(Cl)cc2Cl)O1, CCCC[N+](CCCC)(CCCC)CCCC, Cc1ccccc1, [Na+], [OH-], Oc1ccc(N2CCN(Cc3ccccn3)CC2)cc1. Yields the product Clc1ccc(C2(CBr)OCC(COc3ccc(N4CCN(Cc5ccccn5)CC4)cc3)O2)c(Cl)c1. Reaction SMILES: [Br-:44].[Br:21][CH2:22][C:23]1([c:34]2[c:35]([Cl:41])[cH:36][c:37]([Cl:40])[cH:38][cH:39]2)[O:24][CH2:25][CH:26]([CH2:28][O:29][S:30]([CH3:31])(=[O:32])=[O:33])[O:27]1.[CH3:45][CH2:46][CH2:47][CH2:48][N+:49]([CH2:50][CH2:51][CH2:52][CH3:53])([CH2:54][CH2:55][CH2:56][CH3:57])[CH2:58][CH2:59][CH2:60][CH3:61].[CH3:62][c:63]1[cH:64][cH:65][cH:66][cH:67][cH:68]1.[Na+:43].[OH-:42].[OH:1][c:2]1[cH:3][cH:4][c:5]([N:8]2[CH2:9][CH2:10][N:11]([CH2:14][c:15]3[n:16][cH:17][cH:18][cH:19][cH:20]3)[CH2:12][CH2:13]2)[cH:6][cH:7]1>>[O:1]([c:2]1[cH:3][cH:4][c:5]([N:8]2[CH2:9][CH2:10][N:11]([CH2:14][c:15]3[n:16][cH:17][cH:18][cH:19][cH:20]3)[CH2:12][CH2:13]2)[cH:6][cH:7]1)[CH2:28][CH:26]1[CH2:25][O:24][C:23]([CH2:22][Br:21])([c:34]2[c:35]([Cl:41])[cH:36][c:37]([Cl:40])[cH:38][cH:39]2)[O:27]1. The reactants are FC=1C=C(C=CC1)C=1OCC(N1)(C)C (2-(3-fluorophenyl)-4,4-dimethyloxazoline), C(CCC)[Li] (n-butyl-lithium), C1(=CC=C(C=C1)S(=O)(=O)Cl)C (4-toluenesulphonic chloride), O (water). Run in O1CCCC1 (tetrahydrofuran), O1CCCC1 (tetrahydrofuran). Reaction conditions: time 1 hour. Product: ClC1=C(C=CC=C1F)C=1OCC(N1)(C)C (2-(2-chloro-3-fluorophenyl)-4,4-dimethyloxazoline). The yield is 67.1%. As a reaction SMILES: [F:1][C:2]1[CH:3]=[C:4]([C:8]2[O:9][CH2:10][C:11]([CH3:14])([CH3:13])[N:12]=2)[CH:5]=[CH:6][CH:7]=1.C([Li])CCC.C1(C)C=CC(S([Cl:29])(=O)=O)=CC=1.O>O1CCCC1>[Cl:29][C:3]1[C:2]([F:1])=[CH:7][CH:6]=[CH:5][C:4]=1[C:8]1[O:9][CH2:10][C:11]([CH3:14])([CH3:13])[N:12]=1. Procedure: To a stirred solution of 2-(3-fluorophenyl)-4,4-dimethyloxazoline (36.7 g) in dry tetrahydrofuran (500 ml.) at -65° C. was added dropwise n-butyl-lithium (119 ml. of 1.6M solution in hexane). The solution was stirred at the same temperature for 1 hour and then a solution of 4-toluenesulphonic chloride (36.2 g.) in dry tetrahydrofuran (250 ml.) was added over 45 minutes, maintaining the temperature below -50° C. The mixture was stirred at -50° C. for 1 hour and then allowed to warm up to room tem... Reactants: C(C)(C)(C)NC(=O)C=1N(CCNC1)C(C(F)(F)F)=O (1-trifluoroacetyl-1,4,5,6-tetra-hydropyrazine-2-carboxylic acid tert-butylamide), 1-[1(R)-(di-tert-butylphosphino)ethyl]-2(S)-(diphenylphosphino)ferrocene. The reagents and catalysts are [B-](F)(F)(F)F.C1/C=C\CC/C=C\C1.C1/C=C\CC/C=C\C1.[Rh] (bis(1,5-cyclooctadiene)rhodium(I) tetrafluoroborate). The solvent is C(C)(=O)OCC (ethyl acetate). Conditions: time 18 hour. Product: C(C)(C)(C)NC(=O)[C@H]1N(CCNC1)C(C(F)(F)F)=O ((S)-1-(Trifluoroacetyl)piperazine-2-carboxylic acid tert-butylamide). Yield: 99.3%. RXN SMILES: [C:1]([NH:5][C:6]([C:8]1[N:9]([C:14](=[O:19])[C:15]([F:18])([F:17])[F:16])[CH2:10][CH2:11][NH:12][CH:13]=1)=[O:7])([CH3:4])([CH3:3])[CH3:2]>[B-](F)(F)(F)F.C1CC=CCCC=C1.C1CC=CCCC=C1.[Rh].C(OCC)(=O)C>[C:1]([NH:5][C:6]([C@@H:8]1[CH2:13][NH:12][CH2:11][CH2:10][N:9]1[C:14](=[O:19])[C:15]([F:18])([F:16])[F:17])=[O:7])([CH3:4])([CH3:2])[CH3:3] |f:1.2.3.4|. Procedure details: 250 g (8.95 mmol) of 1-trifluoroacetyl-1,4,5,6-tetra-hydropyrazine-2-carboxylic acid tert-butylamide, 7.5 mg (18 μmol) of bis(1,5-cyclooctadiene)rhodium(I) tetrafluoroborate and 11.5 mg (21 μmol) of 1-[1(R)-(di-tert-butylphosphino)ethyl]-2(S)-(diphenylphosphino)ferrocene were placed in a 50 ml autoclave under argon (educt:catalyst=486). 20 ml of degassed ethyl acetate was added and hydrogenation was carried out for 18 hours at 90° C. under a hydrogen pressure of 13-10 bar. After distillation of ... Yields the product C(C1=CC=CC=C1)OC1=C(C=C(C(=C1)OCC1=CC=CC=C1)C(=C)C)C(=O)N1CC2=CC=C(C=C2C1)CN1CCN(CC1)C ((2,4-Bis-benzyloxy-5-isopropenyl-phenyl)-[5-(4-methyl-piperazin-1-ylmethyl)-1,3-dihydro-isoindol-2-yl]-methanone). Run in CN(C)C=O (DMF), CN(C)C=O (DMF). Conditions: temperature 25 celsius, time 12 hour. As a reaction SMILES: C(N1C=CN=C1)(N1C=CN=C1)=O.[CH2:13]([O:20][C:21]1[CH:29]=[C:28]([O:30][CH2:31][C:32]2[CH:37]=[CH:36][CH:35]=[CH:34][CH:33]=2)[C:27]([C:38]([CH3:40])=[CH2:39])=[CH:26][C:22]=1[C:23](O)=[O:24])[C:14]1[CH:19]=[CH:18][CH:17]=[CH:16][CH:15]=1.[CH3:41][N:42]1[CH2:47][CH2:46][N:45]([CH2:48][C:49]2[CH:50]=[C:51]3[C:55](=[CH:56][CH:57]=2)[CH2:54][NH:53][CH2:52]3)[CH2:44][CH2:43]1>CN(C=O)C>[CH2:13]([O:20][C:21]1[CH:29]=[C:28]([O:30][CH2:31][C:32]2[CH:33]=[CH:34][CH:35]=[CH:36][CH:37]=2)[C:27]([C:38]([CH3:40])=[CH2:39])=[CH:26][C:22]=1[C:23]([N:53]1[CH2:52][C:51]2[C:55](=[CH:56][CH:57]=[C:49]([CH2:48][N:45]3[CH2:46][CH2:47][N:42]([CH3:41])[CH2:43][CH2:44]3)[CH:50]=2)[CH2:54]1)=[O:24])[C:14]1[CH:15]=[CH:16][CH:17]=[CH:18][CH:19]=1. Yield: 52.3%. Reactants: C(=O)(N1C=NC=C1)N1C=NC=C1 (1,1′-Carbonyldiimidazole), C(C1=CC=CC=C1)OC1=C(C(=O)O)C=C(C(=C1)OCC1=CC=CC=C1)C(=C)C (2,4-bis-benzyloxy-5-isopropenyl-benzoic acid), CN1CCN(CC1)CC=1C=C2CNCC2=CC1 (5-(4-Methyl-piperazin-1-ylmethyl)-2,3-dihydro-1H-isoindole). Reported procedure: 1,1′-Carbonyldiimidazole (4.82 Kg, 29.8 mol) was added to a solution of 2,4-bis-benzyloxy-5-isopropenyl-benzoic acid (10.58 Kg, 28.3 mol, step 5) in DMF (21.2 L) at 25° C. After 20 mins at 25° C. a solution of 5-(4-Methyl-piperazin-1-ylmethyl)-2,3-dihydro-1H-isoindole (7.2 Kg, 31.1 mol, step 10) in DMF (7.2 L) maintaining a temperature below 35° C. and the solution stirred at 25° C. for a minimum of 12 h. The solid which had formed was removed by filtration, washed with isopropyl acetate (2×21.6... The reactants are C(C1=CC=CC=C1)N1CC(C(=CC1)N1CCCC1)C (1-benzyl-1,2,3,6-tetrahydro-3-methyl-4-pyrolidino-pyridine), C(C#C)Br (propargyl bromide), C1=CC=CC=C1 (benzene), O (water). Yields the product C(C1=CC=CC=C1)N1CC(C(C(C1)CC#C)=O)C (1-Benzyl-3-methyl-5-prop-2-ynyl-4-piperidone). Isolated yield 50.0%. Reaction SMILES: [CH2:1]([N:8]1[CH2:13]C=C(N2CCCC2)C(C)C1)[C:2]1[CH:7]=[CH:6][CH:5]=C[CH:3]=1.[CH2:20](Br)[C:21]#[CH:22].[OH2:24].[CH:25]1[CH:30]=[CH:29][CH:28]=[CH:27][CH:26]=1>>[CH2:13]([N:8]1[CH2:1][CH:2]([CH2:7][C:6]#[CH:5])[C:3](=[O:24])[CH:21]([CH3:22])[CH2:20]1)[C:25]1[CH:30]=[CH:29][CH:28]=[CH:27][CH:26]=1. Procedure details: A solution of 1-benzyl-1,2,3,6-tetrahydro-3-methyl-4-pyrolidino-pyridine (14 g) and propargyl bromide (6 g) in dry benzene (50 ml) was stirred at room temperature under nitrogen for 40 hours. The mixture was then heated on a steam bath for one-half hour with water (200 ml). The organic layer was collected, dried over magnesium sulphate and evaporated, leaving 11.6 g of the crude title compound (about 50% by g.l.c.) as a red oil.